From a dataset of the Open Reaction Database (ORD), a public repository of structured organic reaction records. describe an organic reaction: reactants, conditions, products, and yield Starting materials: C1(=CC=CC=C1)CCCCC(CC(=O)OC(C)(C)C)SC1=CC=CC=C1 (t-butyl 7-phenyl-3-phenylsulfanylheptanoate), FC(C(=O)O)(F)F (trifluoroacetic acid). Run in C(Cl)Cl (CH2Cl2). Conditions: time 5 hour. Yields the product C1(=CC=CC=C1)CCCCC(CC(=O)O)SC1=CC=CC=C1 (7-phenyl-3-phenylsulfanylheptanoic acid). RXN SMILES: [C:1]1([CH2:7][CH2:8][CH2:9][CH2:10][CH:11]([S:20][C:21]2[CH:26]=[CH:25][CH:24]=[CH:23][CH:22]=2)[CH2:12][C:13]([O:15]C(C)(C)C)=[O:14])[CH:6]=[CH:5][CH:4]=[CH:3][CH:2]=1.FC(F)(F)C(O)=O>C(Cl)Cl>[C:1]1([CH2:7][CH2:8][CH2:9][CH2:10][CH:11]([S:20][C:21]2[CH:26]=[CH:25][CH:24]=[CH:23][CH:22]=2)[CH2:12][C:13]([OH:15])=[O:14])[CH:2]=[CH:3][CH:4]=[CH:5][CH:6]=1. Procedure details: To a solution of t-butyl 7-phenyl-3-phenylsulfanylheptanoate (1.8 g; 6.5 mmol) in CH2Cl2 (20 mL) is slowly added trifluoroacetic acid (6 mL). The reaction is stirred 5 hours and concentrated in vacuo to yield 7-phenyl-3-phenylsulfanylheptanoic acid which is used directly in Step I. The reactants are NC1=CC=C(C=C1)C(C(=O)OCC)(C)C (ethyl 2-(4-aminophenyl)-2-methylpropanoate), [H-].[H-].[H-].[H-].[Li+].[Al+3] (LiAlH4), [OH-].[Na+] (NaOH). Reaction SMILES: [NH2:1][C:2]1[CH:7]=[CH:6][C:5]([C:8]([CH3:15])([CH3:14])[C:9](OCC)=[O:10])=[CH:4][CH:3]=1.[H-].[H-].[H-].[H-].[Li+].[Al+3].[OH-].[Na+]>C1COCC1>[NH2:1][C:2]1[CH:3]=[CH:4][C:5]([C:8]([CH3:15])([CH3:14])[CH2:9][OH:10])=[CH:6][CH:7]=1 |f:1.2.3.4.5.6,7.8|. Procedure details: A solution of ethyl 2-(4-aminophenyl)-2-methylpropanoate (30 mg, 0.145 mmol) in THF (1 mL) was treated with LiAlH4 (1M solution in THF, 0.226 mL, 0.226 mmol) at 0° C. and stirred for 15 min. The reaction was treated with 0.1N NaOH, extracted with EtOAc and the organic layers were dried over Na2SO4. The solvent was removed under reduced pressure to yield 2-(4-aminophenyl)-2-methylpropan-1-ol (G-2), which was used without further purification: 1H NMR (400 MHz, CDCl3) δ 7.17 (d, J=8.5 Hz, 2H), 6.67... The solvent is C1CCOC1 (THF). Yields the product NC1=CC=C(C=C1)C(CO)(C)C (2-(4-aminophenyl)-2-methylpropan-1-ol). Run at time 15 minute. The reactants are C(C1=CC=CC=C1)OC(=O)N1C(N(C(C12C(N(C1=CC=CC=C21)CC2=CC(=C(C=C2)Cl)Cl)=O)=O)C(=O)OCC)=O (3-benzyloxycarbonyl-1-ethoxycarbonyl-1'-(3,4-dichlorobenzyl)spiro[imidazolidine-4,3'-indoline]-2,2',5-trione), C(C)(=O)O (acetic acid), C(C)O (ethanol). Reagents/catalysts: [Pd] (palladium on carbon). Run in COCCOC (1,2-dimethoxyethane). Conditions: time 2 hour. The product is C(C)OC(=O)N1C(NC2(C(N(C3=CC=CC=C23)CC2=CC(=C(C=C2)Cl)Cl)=O)C1=O)=O (1-ethoxycarbonyl-1'-(3,4-dichlorobenzyl)-spiro[imidazolidine-4,3'-indoline]-2,2',5-trione). The yield is 53.5%. Reaction SMILES: C(OC([N:11]1[C:15]2([C:23]3[C:18](=[CH:19][CH:20]=[CH:21][CH:22]=3)[N:17]([CH2:24][C:25]3[CH:30]=[CH:29][C:28]([Cl:31])=[C:27]([Cl:32])[CH:26]=3)[C:16]2=[O:33])[C:14](=[O:34])[N:13]([C:35]([O:37][CH2:38][CH3:39])=[O:36])[C:12]1=[O:40])=O)C1C=CC=CC=1.C(O)(=O)C.C(O)C>[Pd].COCCOC>[CH2:38]([O:37][C:35]([N:13]1[C:14](=[O:34])[C:15]2([C:23]3[C:18](=[CH:19][CH:20]=[CH:21][CH:22]=3)[N:17]([CH2:24][C:25]3[CH:30]=[CH:29][C:28]([Cl:31])=[C:27]([Cl:32])[CH:26]=3)[C:16]2=[O:33])[NH:11][C:12]1=[O:40])=[O:36])[CH3:39]. Procedure: A mixture of 3-benzyloxycarbonyl-1-ethoxycarbonyl-1'-(3,4-dichlorobenzyl)spiro[imidazolidine-4,3'-indoline]-2,2',5-trione (1.7 g.), 10% w/w palladium on carbon (0.1 g.), acetic acid (0.3 ml.), ethanol (25 ml.) and 1,2-dimethoxyethane (50 ml.) was hydrogenated at atmospheric pressure for 2 hours. The mixture was separated by filtration through diatomaceous earth and the filtrate was evaporated. The residual oil solidified on treatment with a few drops of toluene. The solid obtained was recrystall... Reactants: COc1cccc2c(CBr)coc12, CO, [N-]=[N+]=[N-], [Na+], O, O. Yields the product COc1cccc2c(CN=[N+]=[N-])coc12. Reaction SMILES: [Br:1][CH2:2][c:3]1[cH:4][o:5][c:6]2[c:7]1[cH:8][cH:9][cH:10][c:11]2[O:12][CH3:13].[CH3:20][OH:21].[N-:15]=[N+:16]=[N-:17].[Na+:14].[OH2:18].[OH2:19]>>[CH2:2]([c:3]1[cH:4][o:5][c:6]2[c:7]1[cH:8][cH:9][cH:10][c:11]2[O:12][CH3:13])[N:15]=[N+:16]=[N-:17]. Reactants: OCCNC1=C(N)C=CC(=C1)Cl (2-(2-hydroxyethylamino)-4-chloroaniline), hydrochloride salt, NCCC(=O)O (β-alanine), Cl (hydrochloric acid). Run in O (water). Run at time 24 hour. Yields the product O.Cl.Cl.OCCN1C(=NC2=C1C=C(C=C2)Cl)CCN.OCCN2C(=NC1=C2C=C(C=C1)Cl)CCN.Cl.Cl (1-(2-Hydroxyethyl)-2-(2-aminoethyl)-6-chlorobenzimidazole dihydrochloride hemihydrate). As a reaction SMILES: [OH:1][CH2:2][CH2:3][NH:4][C:5]1[CH:11]=[C:10]([Cl:12])[CH:9]=[CH:8][C:6]=1[NH2:7].[NH2:13][CH2:14][CH2:15][C:16](O)=O.[ClH:19]>O>[OH2:1].[ClH:12].[ClH:19].[OH:1][CH2:2][CH2:3][N:4]1[C:5]2[CH:11]=[C:10]([Cl:12])[CH:9]=[CH:8][C:6]=2[N:7]=[C:16]1[CH2:15][CH2:14][NH2:13].[OH:1][CH2:2][CH2:3][N:4]1[C:5]2[CH:11]=[C:10]([Cl:12])[CH:9]=[CH:8][C:6]=2[N:7]=[C:16]1[CH2:15][CH2:14][NH2:13].[ClH:12].[ClH:12] |f:4.5.6.7.8.9.10|. Reported procedure: A mixture of 9.7 g. (52 mmole) 2-(2-hydroxyethylamino)-4-chloroaniline, 6.9 g. (78 mmole) β-alanine, 46 ml. concentrated hydrochloric acid and 54 ml. of water is heated at reflux with stirring for 24 hrs. After cooling, the solution is concentrated, and made basic with 10% aqueous sodium hydroxide. Continuous liquid-liquid extraction of the aqueous solution with ethyl acetate affords 9.9 g. of the product, which is converted to it hydrochloride salt. The product has a m.p. of 196°-200° C. after ...